This data is from the Open Reaction Database (ORD), a public repository of structured organic reaction records. The task is: describe an organic reaction: reactants, conditions, products, and yield As a reaction SMILES: [CH2:12]([C:13]#[CH:14])[OH:15].[CH2:19]([NH:20][CH2:21][CH3:22])[CH3:23].[Cu:16]([I:17])[I:18].[I:1][c:2]1[c:3]([C:4](=[O:5])[O:6][CH3:7])[cH:8][cH:9][cH:10][cH:11]1>>[c:2]1([C:14]#[C:13][CH2:12][OH:15])[c:3]([C:4](=[O:5])[O:6][CH3:7])[cH:8][cH:9][cH:10][cH:11]1. Reactants: C#CCO, CCNCC, I[Cu]I, COC(=O)c1ccccc1I. Yields the product COC(=O)c1ccccc1C#CCO.